This data is from the Open Reaction Database (ORD), a public repository of structured organic reaction records. The task is: describe an organic reaction: reactants, conditions, products, and yield As a reaction SMILES: [CH3:1][O:2][c:3]1[cH:4][c:5]([C:9]2([C:16](=[O:17])[O:18][CH3:19])[CH2:10][C:11](=[O:15])[CH2:12][CH2:13][CH2:14]2)[cH:6][cH:7][cH:8]1.[CH3:20][NH2:21].[CH3:26][OH:27].[H:22][H:23].[Pt:24]=[O:25]>>[CH3:1][O:2][c:3]1[cH:4][c:5]([C:9]2([C:16](=[O:17])[O:18][CH3:19])[CH2:10][CH:11]([NH:21][CH3:20])[CH2:12][CH2:13][CH2:14]2)[cH:6][cH:7][cH:8]1. The reactants are COC(=O)C1(c2cccc(OC)c2)CCCC(=O)C1, CN, CO, [H][H], O=[Pt]. Product: CNC1CCCC(C(=O)OC)(c2cccc(OC)c2)C1. The reactants are ClC1=C(C(=NC2=CC=C(C=C12)C(O)C=1C(=NC(=CC1)C)C)OC)CC=1C=NC(=CC1)C(F)(F)F ((4-Chloro-2-methoxy-3-((6-(trifluoromethyl)pyridin-3-yl)methyl)quinolin-6-yl)(2,6-dimethylpyridin-3-yl)methanol), Intermediate 47, N#N (N2). The reagents and catalysts are O=[Mn]=O (MnO2). Solvent: O1CCOCC1 (1,4-dioxane). Conditions: time 4 hour. Yields the product ClC1=C(C(=NC2=CC=C(C=C12)C(=O)C=1C(=NC(=CC1)C)C)OC)CC=1C=NC(=CC1)C(F)(F)F ((4-Chloro-2-methoxy-3-((6-(trifluoromethyl)pyridin-3-yl)methyl)quinolin-6-yl)(2,6-dimethylpyridin-3-yl)methanone). Reaction SMILES: [Cl:1][C:2]1[C:11]2[C:6](=[CH:7][CH:8]=[C:9]([CH:12]([C:14]3[C:15]([CH3:21])=[N:16][C:17]([CH3:20])=[CH:18][CH:19]=3)[OH:13])[CH:10]=2)[N:5]=[C:4]([O:22][CH3:23])[C:3]=1[CH2:24][C:25]1[CH:26]=[N:27][C:28]([C:31]([F:34])([F:33])[F:32])=[CH:29][CH:30]=1.N#N>O=[Mn]=O.O1CCOCC1>[Cl:1][C:2]1[C:11]2[C:6](=[CH:7][CH:8]=[C:9]([C:12]([C:14]3[C:15]([CH3:21])=[N:16][C:17]([CH3:20])=[CH:18][CH:19]=3)=[O:13])[CH:10]=2)[N:5]=[C:4]([O:22][CH3:23])[C:3]=1[CH2:24][C:25]1[CH:26]=[N:27][C:28]([C:31]([F:33])([F:32])[F:34])=[CH:29][CH:30]=1. Procedure: (4-Chloro-2-methoxy-3-((6-(trifluoromethyl)pyridin-3-yl)methyl)quinolin-6-yl)(2,6-dimethylpyridin-3-yl)methanol (810 mg, 1.66 mmol, Intermediate 47: step a), 1,4-dioxane (8.5 mL) and activated MnO2 (724.4 mg, 8.332 mmol) were combined in a round-bottom flask and the mixture was heated to reflux under a positive pressure of N2. After 4 hours, the reaction was cooled to room temperature and filtered through Celite®, rinsing with dichloromethane. The filtrate was washed with water, and the aqueous ... Reactants: C(C)(=O)NC=1C=CC2=C(OC(CO2)C(=O)OCC)C1 (ethyl 7-(acetylamino)-2,3-dihydro-1,4-benzodioxin-2-carboxylate), C(C=C)N (2-propenylamine). Run in C(C)O (ethanol), C(C)O (ethanol). Run at time 18 hour. The product is C(C)(=O)NC=1C=CC2=C(OC(CO2)C(=O)NCC=C)C1 (7-(Acetylamino)-2,3-dihydro-N-(2-propenyl)-1,4-benzodioxin-2-carboxamide). As a reaction SMILES: [C:1]([NH:4][C:5]1[CH:6]=[CH:7][C:8]2[O:13][CH2:12][CH:11]([C:14]([O:16]CC)=O)[O:10][C:9]=2[CH:19]=1)(=[O:3])[CH3:2].[CH2:20]([NH2:23])[CH:21]=[CH2:22]>C(O)C>[C:1]([NH:4][C:5]1[CH:6]=[CH:7][C:8]2[O:13][CH2:12][CH:11]([C:14]([NH:23][CH2:20][CH:21]=[CH2:22])=[O:16])[O:10][C:9]=2[CH:19]=1)(=[O:3])[CH3:2]. Procedure details: A mixture of 3.5 g of 4A, 30 ml of 2-propenylamine and 25 ml of ethanol was stirred for 18 hours. The volatile materials were evaporated under reduced pressure and the residue was co-evaporated with ethanol until a solid formed. The solid was dissolved in a minimum amount of hot ethanol. The solution was filtered through charcoal, chilled and the solid product was separated. The solvent was evaporated under reduced pressure. The residue was held in a freezer over a weekend. 20 ml of water was ad... RXN SMILES: [CH3:1][O:2][C:3](=[O:13])[CH2:4][C:5]1[CH:10]=[CH:9][C:8]([Cl:11])=[C:7]([Cl:12])[CH:6]=1.Br[CH2:15]CO.Cl>C1COCC1>[Cl:12][C:7]1[CH:6]=[C:5]([CH:4]2[CH2:15][CH2:1][O:2][C:3]2=[O:13])[CH:10]=[CH:9][C:8]=1[Cl:11]. The solvent is C1CCOC1 (THF), C1CCOC1 (THF). Run at temperature 45 celsius, time 2.5 hour. Starting materials: [(CH3)3Si]2NLi, Cl (HCl), COC(CC1=CC(=C(C=C1)Cl)Cl)=O (3,4 dichlorophenyl acetic acid methyl ester), BrCCO (Br(CH2)2OH). The product is ClC=1C=C(C=CC1Cl)C1C(OCC1)=O (3-(3,4-dichlorophenyl)-dihydro-2(3H)-furanone). Reported procedure: Heat [(CH3)3Si]2NLi (230 ml, 1.0M in THF) under N2 to 45° C. and add 3,4 dichlorophenyl acetic acid methyl ester (40 g, 0.183 moles) dissolved in 60 ml of dry THF dropwise over 2 h. Stir the solution at 45° C. for another 2.5 h. Cool the solution to room temperature, add a dry THF solution (30 ml.) of THP-protected Br(CH2)2OH dropwise over 1 h., and stir the solution for 24 h. Cool the solution in an ice bath and quench the reaction by adding, dropwise, 250 ml. of 1.0M aqueous HCl. Extract the s... Procedure details: In N,N-dimethylformamide (25 ml), methyl 4-trifluoromethanesulfonyloxybenzoate (1.05 g), 1-methoxycarbonyl-3-pyrroline (1.0 g), lithium chloride (0.51 g), palladium (II) acetate(53 mg) and tri(2-furyl)phosphine (100 mg) were dissolved, followed by the addition of diisopropylethylamine (2.8 ml). Under an argon gas atmosphere, the resulting mixture was stirred at 90° C. for 11 hours and then, at 100° C. for 7 hours. The residue obtained by distilling off the solvent under reduced pressure was adde... Starting materials: FC(S(=O)(=O)OC1=CC=C(C(=O)OC)C=C1)(F)F (methyl 4-trifluoromethanesulfonyloxybenzoate), COC(=O)N1CC=CC1 (1-methoxycarbonyl-3-pyrroline), [Cl-].[Li+] (lithium chloride), O1C(=CC=C1)P(C=1OC=CC1)C=1OC=CC1 (tri(2-furyl)phosphine), C(C)(C)N(CC)C(C)C (diisopropylethylamine). Reaction SMILES: FC(F)(F)S(O[C:7]1[CH:16]=[CH:15][C:10]([C:11]([O:13][CH3:14])=[O:12])=[CH:9][CH:8]=1)(=O)=O.[CH3:19][O:20][C:21]([N:23]1[CH2:27][CH:26]=[CH:25][CH2:24]1)=[O:22].[Cl-].[Li+].O1C=CC=C1P(C1OC=CC=1)C1OC=CC=1.C(N(C(C)C)CC)(C)C>CN(C)C=O.C([O-])(=O)C.[Pd+2].C([O-])(=O)C>[CH3:19][O:20][C:21]([N:23]1[CH2:27][CH2:26][CH:25]([C:7]2[CH:16]=[CH:15][C:10]([C:11]([O:13][CH3:14])=[O:12])=[CH:9][CH:8]=2)[CH2:24]1)=[O:22] |f:2.3,7.8.9|. The solvent is CN(C=O)C (N,N-dimethylformamide). The reagents and catalysts are C(C)(=O)[O-].[Pd+2].C(C)(=O)[O-] (palladium (II) acetate). The product is COC(=O)N1CC(CC1)C1=CC=C(C(=O)OC)C=C1 (Methyl 4-(1-methoxycarbonylpyrrolidin-3-yl)benzoate). Reaction conditions: temperature 90 celsius, time 11 hour. Starting materials: BrC1=CC(=CC2=C1NC(=N2)N2[C@@H](CN(CC2)C2=NC=CC=C2Cl)C)C(F)(F)F (7-Bromo-2-[(2R)-4-(3-chloropyridin-2-yl)-2-methylpiperazin-1-yl]-5-(trifluoromethyl)-1H-benzoimidazole), CN(C)C1=CC=C(C=C1)B(O)O (4-(N,N-dimethylamino)phenylboronic acid). The product is ClC=1C(=NC=CC1)N1C[C@H](N(CC1)C=1NC2=C(N1)C=C(C=C2C2=CC=C(C=C2)N(C)C)C(F)(F)F)C ((4-{2-[(2R)-4-(3-Chloro-pyridin-2-yl)-2-methyl-piperazin-1-yl]-6-trifluoromethyl-3H-benzoimidazol-4-yl}-phenyl)-dimethyl-amine). Reaction SMILES: Br[C:2]1[C:7]2[NH:8][C:9]([N:11]3[CH2:16][CH2:15][N:14]([C:17]4[C:22]([Cl:23])=[CH:21][CH:20]=[CH:19][N:18]=4)[CH2:13][C@H:12]3[CH3:24])=[N:10][C:6]=2[CH:5]=[C:4]([C:25]([F:28])([F:27])[F:26])[CH:3]=1.[CH3:29][N:30]([C:32]1[CH:37]=[CH:36][C:35](B(O)O)=[CH:34][CH:33]=1)[CH3:31]>>[Cl:23][C:22]1[C:17]([N:14]2[CH2:15][CH2:16][N:11]([C:9]3[NH:8][C:7]4[C:2]([C:35]5[CH:36]=[CH:37][C:32]([N:30]([CH3:31])[CH3:29])=[CH:33][CH:34]=5)=[CH:3][C:4]([C:25]([F:28])([F:27])[F:26])=[CH:5][C:6]=4[N:10]=3)[C@H:12]([CH3:24])[CH2:13]2)=[N:18][CH:19]=[CH:20][CH:21]=1. Procedure details: 7-Bromo-2-[(2R)-4-(3-chloropyridin-2-yl)-2-methylpiperazin-1-yl]-5-(trifluoromethyl)-1H-benzoimidazole (95 mg, 0.2 mmol, Example 77) and 4-(N,N-dimethylamino)phenylboronic acid (41 mg, 0.25 mmol, Aldrich) reacted under the conditions of Example 51a to give the title compound as a white amorphous solid. MS (ESI, pos. ion) m/z: 515 (M+1). The reactants are C(C)OP(=O)(OCC)/C(/C(=O)OCC)=C\C (ethyl diethylphosphonocrotonate), [H-].[Na+] (sodium hydride), CC=1SC(=CN1)C=O (2-methyl-5-thiazolecarboxaldehyde), ice, O (water). Solvent: CCOCC (ether), CCOCC (ether), O1CCCC1 (tetrahydrofuran), oil, O1CCCC1 (tetrahydrofuran), O1CCCC1 (tetrahydrofuran). Reaction conditions: temperature 0 celsius, time 30 minute. Yields the product CC=1SC(=CN1)C=CC=CC(=O)OCC (ethyl 5-(2-methyl-5-thiazolyl)-2,4-pentadienoate). Yield: 98.6%. Reaction SMILES: C(OP(/[C:9](=[CH:15]\[CH3:16])/[C:10]([O:12][CH2:13][CH3:14])=[O:11])(OCC)=O)C.[H-].[Na+].[CH3:19][C:20]1[S:21][C:22]([CH:25]=O)=[CH:23][N:24]=1.O>O1CCCC1.CCOCC>[CH3:19][C:20]1[S:21][C:22]([CH:25]=[CH:16][CH:15]=[CH:9][C:10]([O:12][CH2:13][CH3:14])=[O:11])=[CH:23][N:24]=1 |f:1.2|. Reported procedure: A solution of 12.5 g of ethyl diethylphosphonocrotonate in 25 ml of tetrahydrofuran was added with stirring to a mixture of 100 ml of anhydrous tetrahydrofuran and 3 g of sodium hydride in 46% of an oil cooled to 0°C and the mixture was stirred for 30 minutes at 0°C. Then, a mixture of 6.4 g of 2-methyl-5-thiazolecarboxaldehyde in 25 ml of tetrahydrofuran was added to the mixture at 0°C and 250 ml of ice and 250 ml of water were added. The mixture was extracted with methylene chloride and the or... The reactants are C1=CC=CC=C1 (benzene), CS(=O)(=O)C1=NN=C(S1)N=C=O (5-methylsulfonyl-1,3,4-thiadiazol-2-yl isocyanate), dimethyl acetal, C(C=C)C(C=O)N (2-allyl-aminoacetaldehyde), C1=CC=CC=C1 (benzene). Yields the product dimethyl acetal, C(C=C)N(C(=O)NC=1SC(=NN1)S(=O)(=O)C)CC=O (2-[1-allyl-3-(5-methylsulfonyl-1,3,4-thiadiazol-2-yl)ureido]acetaldehyde). As a reaction SMILES: [CH3:1][S:2]([C:5]1[S:9][C:8]([N:10]=[C:11]=[O:12])=[N:7][N:6]=1)(=[O:4])=[O:3].C([CH:16]([NH2:19])[CH:17]=[O:18])C=C.[CH:20]1[CH:25]=CC=C[CH:21]=1>>[CH2:25]([N:19]([CH2:16][CH:17]=[O:18])[C:11]([NH:10][C:8]1[S:9][C:5]([S:2]([CH3:1])(=[O:4])=[O:3])=[N:6][N:7]=1)=[O:12])[CH:20]=[CH2:21]. Procedure: A mixture of 5-methylsulfonyl-1,3,4-thiadiazol-2-yl isocyanate dimer (0.05 mole), the dimethyl acetal of 2-allyl-aminoacetaldehyde (0.1 mole) and benzene (60 ml) are charged into a glass reaction vessel equipped with a mechanical stirrer and reflux condenser. The reaction mixture is heated at reflux for a period of about 15 minutes. After this time the mixture is stripped of benzene under reduced pressure to yield a solid product as the residue. The residue is then recrystallized to yield the de... As a reaction SMILES: [CH2:36]1[O:37][CH2:38][CH2:39][CH2:40]1.[CH3:13][C:14]([OH:15])=[O:16].[CH3:41][CH2:42][O:43][C:44]([CH3:45])=[O:46].[c:17]1([P:18]([c:19]2[cH:20][cH:21][cH:22][cH:23][cH:24]2)[c:25]2[cH:26][cH:27][cH:28][cH:29][cH:30]2)[cH:31][cH:32][cH:33][cH:34][cH:35]1.[n:1]1[cH:2][c:3]([CH:7]2[CH2:8][CH:9]([OH:12])[CH2:10][CH2:11]2)[cH:4][cH:5][cH:6]1>>[n:1]1[cH:2][c:3]([CH:7]2[CH2:8][CH:9]([O:12][C:14]([CH3:13])=[O:15])[CH2:10][CH2:11]2)[cH:4][cH:5][cH:6]1. The product is CC(=O)OC1CCC(c2cccnc2)C1. Reactants: C1CCOC1, CC(=O)O, CCOC(C)=O, c1ccc(P(c2ccccc2)c2ccccc2)cc1, OC1CCC(c2cccnc2)C1. Starting materials: [Na] (sodium), C(=O)C(C(=O)OCC)CC (ethyl 2-formylbutyrate), Cl.C(CC)N=C(NC1=NC(=NC=C1)CCCCC(=N)N)N (5-(4-[2-propylguanidino]pyrimid-2-yl)valeramidine hydrochloride). Run in CO (MeOH). Product: C(CC)N=C(NC1=NC(=NC=C1)CCCCC1=NC=C(C(=N1)O)CC)N (2-[4-(4-(2-propylguanidino]pyrimid-2-yl)butyl]-5-ethyl-4-hydroxypyrimidine). Reaction SMILES: Cl.[CH2:2]([N:5]=[C:6]([NH2:21])[NH:7][C:8]1[CH:13]=[CH:12][N:11]=[C:10]([CH2:14][CH2:15][CH2:16][CH2:17][C:18]([NH2:20])=[NH:19])[N:9]=1)[CH2:3][CH3:4].[Na].[CH:23]([CH:25]([CH2:31][CH3:32])[C:26](OCC)=O)=[O:24]>CO>[CH2:2]([N:5]=[C:6]([NH2:21])[NH:7][C:8]1[CH:13]=[CH:12][N:11]=[C:10]([CH2:14][CH2:15][CH2:16][CH2:17][C:18]2[N:20]=[C:23]([OH:24])[C:25]([CH2:31][CH3:32])=[CH:26][N:19]=2)[N:9]=1)[CH2:3][CH3:4] |f:0.1,^1:21|. Procedure: A mixture of 5-(4-[2-propylguanidino]pyrimid-2-yl)valeramidine hydrochloride (0.4 g.) and the sodium salt of ethyl 2-formylbutyrate (1.5 g.) in MeOH (5 ml.) was heated under reflux for 4 hours. The solvent was evaporated in vacuo and the residue was partitioned between water (pH 7) and EtOAc. The EtOAc layer was separated, dried (MgSO4) and evaporated in vacuo to give 2-[4-(4-(2-propylguanidino]pyrimid-2-yl)butyl]-5-ethyl-4-hydroxypyrimidine as an oil (0.13 g.) which was characterised by convers...